Dataset: the Open Reaction Database (ORD), a public repository of structured organic reaction records. Task: describe an organic reaction: reactants, conditions, products, and yield Starting materials: ClC1=CC=C(C=C1)C(O)(C1=CC=C(Cl)C=C1)C(=O)OCC.ClC1=CC=C(C=C1)C(O)(C1=CC=C(Cl)C=C1)C(=O)OCC.[C@@]12(C=CC[C@H](CC1)N2C)O (tropenol 3.3′-dichlorobenzilate), C(=O)(O)[O-].[Na+] (NaHCO3), COCCN(CCOC)S(F)(F)F (bis-(2-methoxyethyl)aminosulfur trifluoride), O (water). Run in ClCCl (dichloromethane), ClCCl (dichloromethane). Reaction conditions: time 20 hour. Product: [C@@]12(C=CC[C@H](CC1)N2C)O.FC(C(=O)[O-])(C1=CC(=CC=C1)Cl)C1=CC(=CC=C1)Cl (tropenol 2-fluoro-2.2-bis(3-chlorophenyl)acetate). Reaction SMILES: COCCN(S(F)(F)[F:11])CCOC.ClC1C=CC(C(C(OCC)=O)(C2[CH:29]=[CH:28][C:26]([Cl:27])=[CH:25]C=2)O)=CC=1.[Cl:35][C:36]1[CH:41]=CC(C(C(OCC)=O)(C2C=CC(Cl)=CC=2)O)=CC=1.[C@@:56]12([OH:65])[N:63]([CH3:64])[C@@H:60]([CH2:61][CH2:62]1)[CH2:59][CH:58]=[CH:57]2.O.[C:67]([O-:70])(O)=[O:68].[Na+]>ClCCl>[C@@:56]12([OH:65])[N:63]([CH3:64])[C@@H:60]([CH2:61][CH2:62]1)[CH2:59][CH:58]=[CH:57]2.[F:11][C:59]([C:58]1[CH:57]=[CH:29][CH:28]=[C:26]([Cl:27])[CH:25]=1)([C:60]1[CH:61]=[CH:62][CH:56]=[C:36]([Cl:35])[CH:41]=1)[C:67]([O-:70])=[O:68] |f:1.2.3,5.6,8.9|. Reported procedure: 1.48 g (0.0067 mol) of bis-(2-methoxyethyl)aminosulfur trifluoride is used in 10 mL of dichloromethane and within 20 minutes at 15° C.-20° C., a solution of 2.09 g of 5g in 65 mL of dichloromethane is added dropwise. The mixture is stirred for 20 hours at ambient temperature, cooled to 0° C., and carefully combined with 80 mL of water with thorough stirring. The mixture is then carefully adjusted to pH 8 with aqueous NaHCO3 solution, the organic phase is separated off, the aqueous phase is again... Starting materials: CCCNN1CCCC1=O, Clc1ccncc1, ClCCl, Cl, Oc1ccccc1. Yields the product CCCN(c1ccncc1)N1CCCC1=O. RXN SMILES: [CH2:1]([CH2:2][CH3:3])[NH:4][N:5]1[C:6](=[O:10])[CH2:7][CH2:8][CH2:9]1.[Cl:12][c:13]1[cH:14][cH:15][n:16][cH:17][cH:18]1.[Cl:26][CH2:27][Cl:28].[ClH:11].[OH:19][c:20]1[cH:21][cH:22][cH:23][cH:24][cH:25]1>>[CH2:1]([CH2:2][CH3:3])[N:4]([N:5]1[C:6](=[O:10])[CH2:7][CH2:8][CH2:9]1)[c:13]1[cH:14][cH:15][n:16][cH:17][cH:18]1. Reactants: [OH-].[Na+] (sodium hydroxide), OO (hydrogen peroxide), COC1=C(C=C(C(=C1)SC)C)O (2-methoxy-5-methyl-4-(methylthio)phenol). Run in C(C)(=O)O (acetic acid), C(C)(=O)O (acetic acid). Yields the product COC1=C(C=C(C(=C1)S(=O)C)C)O (2-methoxy-5-methyl-4-methylsulphinylphenol). As a reaction SMILES: [OH:1]O.[CH3:3][O:4][C:5]1[CH:10]=[C:9]([S:11][CH3:12])[C:8]([CH3:13])=[CH:7][C:6]=1[OH:14].[OH-].[Na+]>C(O)(=O)C>[CH3:3][O:4][C:5]1[CH:10]=[C:9]([S:11]([CH3:12])=[O:1])[C:8]([CH3:13])=[CH:7][C:6]=1[OH:14] |f:2.3|. Procedure details: 10% v/v Aqueous hydrogen peroxide (27 ml) was added to 2-methoxy-5-methyl-4-(methylthio)phenol (1.72 g) in glacial acetic acid (15 ml). After 24 hours the acetic acid was neutralised with 2 N aqueous sodium hydroxide and the product was extracted into methylene chloride (100 ml). The organic extract was washed with 10% w/v aqueous sodium sulphite solution and water, dried (Na2SO4) and the solvent was removed in vacuo. Recrystallisation from ethanol/diethyl ether gave 2-methoxy-5-methyl-4-methyls... The reactants are C(CC)OC=1C=C(C=CC(=O)C=CC2=CC(=C(C=C2)OCCC)OCCC)C=CC1OCCC (bis-(3,4-dipropyloxybenzal)acetone). Reagents/catalysts: [Pd] (palladium/carbon). The solvent is CO (methanol). Product: C(CC)OC=1C=C(CC(C(C)=O)CC2=CC(=C(C=C2)OCCC)OCCC)C=CC1OCCC (bis-(3,4-dipropyloxybenzyl)acetone). Yield: 153.6%. Reaction SMILES: [CH2:1]([O:4][C:5]1[CH:6]=[C:7]([CH:28]=[CH:29][C:30]=1[O:31][CH2:32][CH2:33][CH3:34])[CH:8]=[CH:9][C:10]([CH:12]=CC1C=CC(OCCC)=C(OCCC)C=1)=[O:11])[CH2:2][CH3:3]>CO.[Pd]>[CH2:1]([O:4][C:5]1[CH:6]=[C:7]([CH:28]=[CH:29][C:30]=1[O:31][CH2:32][CH2:33][CH3:34])[CH2:8][CH:9]([CH2:8][C:7]1[CH:28]=[CH:29][C:30]([O:31][CH2:32][CH2:33][CH3:34])=[C:5]([O:4][CH2:1][CH2:2][CH3:3])[CH:6]=1)[C:10](=[O:11])[CH3:12])[CH2:2][CH3:3]. Reported procedure: 20.5 g (0.044 mol) of bis-(3,4-dipropyloxybenzal)acetone were dissolved in 100 ml of methanol, 1 g of palladium/carbon was added thereto, and the mixture was hydrogenated in an autoclave at 25° to 30° C. under a hydrogen gas pressure. After the palladium/carbon was filtered off, the filtrate was condensed to deposit crystals followed by filtering to obtain 15.9 g of white crystals (yield: 77%). The reactants are CCO, CCOC(C)=O, [H][H], CCCNC(=O)c1ccc([N+](=O)[O-])cc1. Yields the product CCCNC(=O)c1ccc(N)cc1. As a reaction SMILES: [CH3:16][CH2:17][OH:18].[CH3:21][CH2:22][O:23][C:24]([CH3:25])=[O:26].[H:19][H:20].[N+:1]([O-:2])(=[O:3])[c:4]1[cH:5][cH:6][c:7]([C:8](=[O:9])[NH:10][CH2:11][CH2:12][CH3:13])[cH:14][cH:15]1>>[NH2:1][c:4]1[cH:5][cH:6][c:7]([C:8](=[O:9])[NH:10][CH2:11][CH2:12][CH3:13])[cH:14][cH:15]1. Reactants: CC(C)(C)OC(=O)NC1(c2ccc3cc(OCc4ccccc4)ccc3c2)COC(C)(C)OC1, CCO, [OH-], [OH-], [Pd+2]. Product: CC(C)(C)OC(=O)NC1(c2ccc3cc(O)ccc3c2)COC(C)(C)OC1. As a reaction SMILES: [C:1]([CH3:2])([CH3:3])([CH3:4])[O:5][C:6]([NH:7][C:8]1([c:16]2[cH:17][c:18]3[cH:19][cH:20][c:21]([O:26][CH2:27][c:28]4[cH:29][cH:30][cH:31][cH:32][cH:33]4)[cH:22][c:23]3[cH:24][cH:25]2)[CH2:9][O:10][C:11]([CH3:14])([CH3:15])[O:12][CH2:13]1)=[O:34].[CH3:35][CH2:36][OH:37].[OH-:38].[OH-:39].[Pd+2:40]>>[C:1]([CH3:2])([CH3:3])([CH3:4])[O:5][C:6]([NH:7][C:8]1([c:16]2[cH:17][c:18]3[cH:19][cH:20][c:21]([OH:26])[cH:22][c:23]3[cH:24][cH:25]2)[CH2:9][O:10][C:11]([CH3:14])([CH3:15])[O:12][CH2:13]1)=[O:34].